This data is from the Open Reaction Database (ORD), a public repository of structured organic reaction records. The task is: describe an organic reaction: reactants, conditions, products, and yield Reactants: CCCCCCCCBr, CCO, O=C(O)c1ccc(-c2ccc(O)c(F)c2)cc1, [K+], [OH-]. Product: CCCCCCCCOc1ccc(-c2ccc(C(=O)O)cc2)cc1F. As a reaction SMILES: [Br:20][CH2:21][CH2:22][CH2:23][CH2:24][CH2:25][CH2:26][CH2:27][CH3:28].[CH3:29][CH2:30][OH:31].[F:3][c:4]1[cH:5][c:6](-[c:11]2[cH:12][cH:13][c:14]([C:17](=[O:18])[OH:19])[cH:15][cH:16]2)[cH:7][cH:8][c:9]1[OH:10].[K+:2].[OH-:1]>>[F:3][c:4]1[cH:5][c:6](-[c:11]2[cH:12][cH:13][c:14]([C:17](=[O:18])[OH:19])[cH:15][cH:16]2)[cH:7][cH:8][c:9]1[O:10][CH2:21][CH2:22][CH2:23][CH2:24][CH2:25][CH2:26][CH2:27][CH3:28]. Reactants: Cc1cc(C)cc(C(=O)O)c1, CN(C)C=O, O=S(Cl)Cl. Yields the product Cc1cc(C)cc(C(N)=O)c1. As a reaction SMILES: [CH3:1][c:2]1[cH:3][c:4]([C:5](=[O:6])[OH:7])[cH:8][c:9]([CH3:11])[cH:10]1.[O:12]=[CH:13][N:14]([CH3:15])[CH3:16].[S:17]([Cl:18])([Cl:19])=[O:20]>>[CH3:1][c:2]1[cH:3][c:4]([C:5](=[O:6])[NH2:14])[cH:8][c:9]([CH3:11])[cH:10]1. Reactants: COc1cc(OC)nc(N)n1, CC#N, Cn1ncc(C(=O)C2CC2)c1S(N)(=O)=O, [N-]=[N+]=C1CCCCCCCCCC1C1CCCCCCCCCC1, O=C([O-])Nc1ccccc1. The product is COc1cc(OC)nc(NC(=O)NS(=O)(=O)c2c(C(=O)C3CC3)cnn2C)n1. As a reaction SMILES: [CH3:26][O:27][c:28]1[n:29][c:30]([NH2:36])[n:31][c:32]([O:34][CH3:35])[cH:33]1.[CH3:61][C:62]#[N:63].[CH:1]1([C:4](=[O:5])[c:6]2[cH:7][n:8][n:9]([CH3:15])[c:10]2[S:11](=[O:12])(=[O:13])[NH2:14])[CH2:2][CH2:3]1.[N+:37](=[C:38]1[CH2:39][CH2:40][CH2:41][CH2:42][CH2:43][CH2:44][CH2:45][CH2:46][CH2:47][CH:48]1[CH:49]1[CH2:50][CH2:51][CH2:52][CH2:53][CH2:54][CH2:55][CH2:56][CH2:57][CH2:58][CH2:59]1)=[N-:60].[c:16]1([NH:17][C:23](=[O:18])[O-:24])[cH:19][cH:20][cH:21][cH:22][cH:25]1>>[CH:1]1([C:4](=[O:5])[c:6]2[cH:7][n:8][n:9]([CH3:15])[c:10]2[S:11](=[O:12])(=[O:13])[NH:14][C:23](=[O:24])[NH:36][c:30]2[n:29][c:28]([O:27][CH3:26])[cH:33][c:32]([O:34][CH3:35])[n:31]2)[CH2:2][CH2:3]1. Reactants: O=C(Cl)c1ccccc1, Cl, [Na+], [Na+], O=C([O-])[O-], O, Oc1ccccc1O. Product: O=C(Oc1ccccc1O)c1ccccc1. Reaction SMILES: [C:15]([c:16]1[cH:17][cH:18][cH:19][cH:20][cH:21]1)(=[O:22])[Cl:23].[ClH:24].[Na+:1].[Na+:2].[O-:3][C:4](=[O:5])[O-:6].[OH2:25].[c:7]1([OH:8])[c:9]([OH:10])[cH:11][cH:12][cH:13][cH:14]1>>[c:7]1([O:8][C:15]([c:16]2[cH:17][cH:18][cH:19][cH:20][cH:21]2)=[O:22])[c:9]([OH:10])[cH:11][cH:12][cH:13][cH:14]1. Reaction conditions: temperature 80 celsius, time 8 hour. Procedure details: To N,N-dimethylformamide 3.0 mL solution of methyl 2-(4-fluoroanilino)-4-hydroxybenzoate 0.30 g were added potassium carbonate 0.16 g and cyclohexyl bromide 0.42 mL at room temperature, and it was stirred at 80° C. for 8 hours. After the reaction mixture was cooled to room temperature,11.0 mol/L hydrochloric acid and ethyl acetate were added to it. The organic layer was separated and collected,dried over anhydrous magnesium sulfate after washing with saturated sodium chloride aqueous solution, a... Product: C1(CCCCC1)OC1=CC(=C(C(=O)OC)C=C1)NC1=CC=C(C=C1)F (methyl 4-(cyclohexyloxy)-2-(4-fluoroanilino)benzoate). Reaction SMILES: [F:1][C:2]1[CH:19]=[CH:18][C:5]([NH:6][C:7]2[CH:16]=[C:15]([OH:17])[CH:14]=[CH:13][C:8]=2[C:9]([O:11][CH3:12])=[O:10])=[CH:4][CH:3]=1.C(=O)([O-])[O-].[K+].[K+].[CH:26]1(Br)[CH2:31][CH2:30][CH2:29][CH2:28][CH2:27]1.Cl>C(OCC)(=O)C.CN(C)C=O>[CH:26]1([O:17][C:15]2[CH:14]=[CH:13][C:8]([C:9]([O:11][CH3:12])=[O:10])=[C:7]([NH:6][C:5]3[CH:4]=[CH:3][C:2]([F:1])=[CH:19][CH:18]=3)[CH:16]=2)[CH2:31][CH2:30][CH2:29][CH2:28][CH2:27]1 |f:1.2.3|. The reactants are FC1=CC=C(NC2=C(C(=O)OC)C=CC(=C2)O)C=C1 (methyl 2-(4-fluoroanilino)-4-hydroxybenzoate), C([O-])([O-])=O.[K+].[K+] (potassium carbonate), C1(CCCCC1)Br (cyclohexyl bromide), Cl (hydrochloric acid). Run in CN(C=O)C (N,N-dimethylformamide), C(C)(=O)OCC (ethyl acetate). The reactants are CCCCCCOC(Cc1ccc(OCc2ccccc2)cc1)C(=O)OC, CCOC(C)=O. Reaction SMILES: [CH3:1][O:2][C:3]([CH:4]([CH2:5][c:6]1[cH:7][cH:8][c:9]([O:12][CH2:13][c:14]2[cH:15][cH:16][cH:17][cH:18][cH:19]2)[cH:10][cH:11]1)[O:20][CH2:21][CH2:22][CH2:23][CH2:24][CH2:25][CH3:26])=[O:27].[CH3:28][CH2:29][O:30][C:31](=[O:32])[CH3:33]>>[CH3:1][O:2][C:3]([CH:4]([CH2:5][c:6]1[cH:7][cH:8][c:9]([OH:12])[cH:10][cH:11]1)[O:20][CH2:21][CH2:22][CH2:23][CH2:24][CH2:25][CH3:26])=[O:27]. The product is CCCCCCOC(Cc1ccc(O)cc1)C(=O)OC.